Dataset: the Open Reaction Database (ORD), a public repository of structured organic reaction records. Task: describe an organic reaction: reactants, conditions, products, and yield The reactants are Cl.N[C@H]1C[C@H](CCC1)C(=O)O (cis-3-Aminocyclohexanecarboxylic acid hydrochloride), C(C1=CC=CC=C1)O (benzyl alcohol), O.C1(=CC=C(C=C1)S(=O)(=O)O)C (para-toluenesulphonic acid monohydrate), C(C)OCC (diethyl ether), benzyl ester. Run in C1(=CC=CC=C1)C (toluene). Yields the product C1(=CC=C(C=C1)S(=O)(=O)O)C.C(C1=CC=CC=C1)OC(=O)[C@@H]1C[C@@H](CCC1)N (cis-3-Aminocyclohexanecarboxylic acid benzyl ester para-toluene sulphonate). Reaction SMILES: Cl.[NH2:2][C@@H:3]1[CH2:8][CH2:7][CH2:6][C@H:5]([C:9]([OH:11])=[O:10])[CH2:4]1.[CH2:12](O)[C:13]1[CH:18]=[CH:17][CH:16]=[CH:15][CH:14]=1.O.[C:21]1([CH3:31])[CH:26]=[CH:25][C:24]([S:27]([OH:30])(=[O:29])=[O:28])=[CH:23][CH:22]=1.C(OCC)C>C1(C)C=CC=CC=1>[C:21]1([CH3:31])[CH:22]=[CH:23][C:24]([S:27]([OH:30])(=[O:28])=[O:29])=[CH:25][CH:26]=1.[CH2:12]([O:10][C:9]([C@H:5]1[CH2:6][CH2:7][CH2:8][C@@H:3]([NH2:2])[CH2:4]1)=[O:11])[C:13]1[CH:18]=[CH:17][CH:16]=[CH:15][CH:14]=1 |f:0.1,3.4,7.8|. Reported procedure: cis-3-Aminocyclohexanecarboxylic acid hydrochloride (8.78 g, 49 mmole) was refluxed for 24 hours with benzyl alcohol (26.4 g, 0.24 mole) and para-toluenesulphonic acid monohydrate (11.17 g, 0.59 mole) in toluene (150 ml) using a Dean-Stark trap. On cooling and addition of diethyl ether the required benzyl ester crystallised as a white solid (18.68 g, 94%), m.p. 148°-150° C. Found: C,62.21; H,6.75; N,3.34. C21H27NO5S requires C,62.20; H,6.71; N,3.45%. Starting materials: C1(=CC=CC=C1)C1=NN=C2N1N=C(C(=C2)C2=CC=CC=C2)OCC=2N(N=CN2)COCC[Si](C)(C)C (3,7-Diphenyl-6-[2-(2-(trimethylsilanyl)ethoxymethyl)-2H-1,2,4-triazol-3-ylmethoxy]-1,2,4-triazolo[4,3-b]pyridazine), Cl (hydrochloric acid), C([O-])([O-])=O.[Na+].[Na+] (sodium carbonate). Run in C(C)O (ethanol). Run at temperature 65 celsius. Product: C1(=CC=CC=C1)C1=NN=C2N1N=C(C(=C2)C2=CC=CC=C2)OCC=2NN=CN2 (3.7-Di-phenyl-6-(2H-1,2,4-triazol-3-ylmethoxy)-1,2,4-triazolo[4,3-b]pyridazine). Reaction SMILES: [C:1]1([C:7]2[N:11]3[N:12]=[C:13]([O:22][CH2:23][C:24]4[N:25](COCC[Si](C)(C)C)[N:26]=[CH:27][N:28]=4)[C:14]([C:16]4[CH:21]=[CH:20][CH:19]=[CH:18][CH:17]=4)=[CH:15][C:10]3=[N:9][N:8]=2)[CH:6]=[CH:5][CH:4]=[CH:3][CH:2]=1.Cl.C(=O)([O-])[O-].[Na+].[Na+]>C(O)C>[C:1]1([C:7]2[N:11]3[N:12]=[C:13]([O:22][CH2:23][C:24]4[NH:25][N:26]=[CH:27][N:28]=4)[C:14]([C:16]4[CH:21]=[CH:20][CH:19]=[CH:18][CH:17]=4)=[CH:15][C:10]3=[N:9][N:8]=2)[CH:6]=[CH:5][CH:4]=[CH:3][CH:2]=1 |f:2.3.4|. Procedure details: The product from Example 72 Step b) (0.68 g) was suspended in ethanol (10 ml) with 2 N hydrochloric acid (21 ml) and heated at 65° C. for 5.5 h. Saturated sodium carbonate solution was added dropwise until a solid precipitated and this was collected by filtration and washed several. times with water in the sinter funnel. The solid was recrystallised from methanol to give the required product (0.245 g, m p.=248° C.). 1H NMR (360 MHz, d6-DMSO) δ 5.61 (2H, s), 7.48-7.63 (6H, m), 7.44-7.77 (2H, m), ... Product: COC(=O)CNc1cc2cc(OC)c(=O)oc2cc1OCc1ccccc1. Reaction SMILES: [Br:29][CH2:30][C:31](=[O:32])[O:33][CH3:34].[K+:23].[K+:24].[NH2:1][c:2]1[cH:3][c:4]2[cH:5][c:6]([O:21][CH3:22])[c:7](=[O:20])[o:8][c:9]2[cH:10][c:11]1[O:12][CH2:13][c:14]1[cH:15][cH:16][cH:17][cH:18][cH:19]1.[O-:25][C:26]([O-:27])=[O:28].[O:36]=[CH:37][N:38]([CH3:39])[CH3:40].[OH2:35]>>[NH:1]([c:2]1[cH:3][c:4]2[cH:5][c:6]([O:21][CH3:22])[c:7](=[O:20])[o:8][c:9]2[cH:10][c:11]1[O:12][CH2:13][c:14]1[cH:15][cH:16][cH:17][cH:18][cH:19]1)[CH2:30][C:31](=[O:32])[O:33][CH3:34]. Starting materials: COC(=O)CBr, [K+], [K+], COc1cc2cc(N)c(OCc3ccccc3)cc2oc1=O, O=C([O-])[O-], CN(C)C=O, O. Reactants: COc1ccc2c(=O)c(-c3ccc(C4(NC(=O)OC(C)(C)C)CCC4)cc3)c(-c3ccccc3)oc2c1OC, NC1(c2ccc(-c3c(-c4ccccc4)oc4ccc(F)cc4c3=O)cc2)CCC1. The product is COc1ccc2c(=O)c(-c3ccc(C4(N)CCC4)cc3)c(-c3ccccc3)oc2c1OC. As a reaction SMILES: [C:30]([O:31][C:32](=[O:33])[NH:36][C:37]1([c:41]2[cH:42][cH:43][c:44](-[c:47]3[c:48](-[c:62]4[cH:63][cH:64][cH:65][cH:66][cH:67]4)[o:49][c:50]4[c:51]([O:60][CH3:61])[c:52]([O:58][CH3:59])[cH:53][cH:54][c:55]4[c:56]3=[O:57])[cH:45][cH:46]2)[CH2:38][CH2:39][CH2:40]1)([CH3:34])([CH3:35])[CH3:68].[NH2:1][C:2]1([c:3]2[cH:4][cH:5][c:6](-[c:7]3[c:8](=[O:9])[c:10]4[c:11]([cH:12][cH:13][c:14]([F:15])[cH:16]4)[o:17][c:18]3-[c:19]3[cH:20][cH:21][cH:22][cH:23][cH:24]3)[cH:25][cH:26]2)[CH2:27][CH2:28][CH2:29]1>>[NH2:36][C:37]1([c:41]2[cH:42][cH:43][c:44](-[c:47]3[c:48](-[c:62]4[cH:63][cH:64][cH:65][cH:66][cH:67]4)[o:49][c:50]4[c:51]([O:60][CH3:61])[c:52]([O:58][CH3:59])[cH:53][cH:54][c:55]4[c:56]3=[O:57])[cH:45][cH:46]2)[CH2:38][CH2:39][CH2:40]1. Starting materials: ClCCl, CC(C)CCCC(C)CCCC(C)CCCC(C)CCCCO, Cc1ccc(S(=O)(=O)Cl)cc1, c1ccncc1. Product: Cc1ccc(S(=O)(=O)OCCCCC(C)CCCC(C)CCCC(C)CCCC(C)C)cc1. As a reaction SMILES: [CH2:41]([Cl:42])[Cl:43].[CH3:1][CH:2]([CH2:3][CH2:4][CH2:5][CH2:6][OH:7])[CH2:8][CH2:9][CH2:10][CH:11]([CH2:12][CH2:13][CH2:14][CH:15]([CH2:16][CH2:17][CH2:18][CH:19]([CH3:20])[CH3:21])[CH3:22])[CH3:23].[c:30]1([CH3:40])[cH:31][cH:32][c:33]([S:36](=[O:37])(=[O:38])[Cl:39])[cH:34][cH:35]1.[cH:24]1[cH:25][cH:26][n:27][cH:28][cH:29]1>>[CH3:1][CH:2]([CH2:3][CH2:4][CH2:5][CH2:6][O:7][S:36]([c:33]1[cH:32][cH:31][c:30]([CH3:40])[cH:35][cH:34]1)(=[O:37])=[O:38])[CH2:8][CH2:9][CH2:10][CH:11]([CH2:12][CH2:13][CH2:14][CH:15]([CH2:16][CH2:17][CH2:18][CH:19]([CH3:20])[CH3:21])[CH3:22])[CH3:23]. Starting materials: COC=1C=C(COC2=NN(C=C2C=O)C2=CC=CC=C2)C=CC1OCC=1N=C(SC1C)C1=CC=CC=C1 (3-({3-methoxy-4-[(5-methyl-2-phenyl-1,3-thiazol-4-yl)methoxy]benzyl}oxy)-1-phenyl-1H-pyrazole-4-carbaldehyde), C(P(OCC)(OCC)=O)P(OCC)(OCC)=O (tetraethyl methylenediphosphonate), CN(C=O)C (N,N-dimethylformamide), [H-].[Na+] (sodium hydride). Run in O (Water). Conditions: time 15 hour. The product is COC=1C=C(COC2=NN(C=C2/C=C/P(OCC)(OCC)=O)C2=CC=CC=C2)C=CC1OCC=1N=C(SC1C)C1=CC=CC=C1 (diethyl (E)-2-[3-({3-methoxy-4-[(5-methyl-2-phenyl-1,3-thiazol-4-yl)methoxy]benzyl}oxy)-1-phenyl-1H-pyrazol-4-yl]ethenylphosphonate). Isolated yield 55.5%. RXN SMILES: [CH3:1][O:2][C:3]1[CH:4]=[C:5]([CH:21]=[CH:22][C:23]=1[O:24][CH2:25][C:26]1[N:27]=[C:28]([C:32]2[CH:37]=[CH:36][CH:35]=[CH:34][CH:33]=2)[S:29][C:30]=1[CH3:31])[CH2:6][O:7][C:8]1[C:12]([CH:13]=O)=[CH:11][N:10]([C:15]2[CH:20]=[CH:19][CH:18]=[CH:17][CH:16]=2)[N:9]=1.[CH2:38]([P:47](=[O:54])([O:51][CH2:52][CH3:53])[O:48][CH2:49][CH3:50])P(=O)(OCC)OCC.CN(C)C=O.[H-].[Na+]>O>[CH3:1][O:2][C:3]1[CH:4]=[C:5]([CH:21]=[CH:22][C:23]=1[O:24][CH2:25][C:26]1[N:27]=[C:28]([C:32]2[CH:37]=[CH:36][CH:35]=[CH:34][CH:33]=2)[S:29][C:30]=1[CH3:31])[CH2:6][O:7][C:8]1[C:12](/[CH:13]=[CH:38]/[P:47](=[O:54])([O:48][CH2:49][CH3:50])[O:51][CH2:52][CH3:53])=[CH:11][N:10]([C:15]2[CH:16]=[CH:17][CH:18]=[CH:19][CH:20]=2)[N:9]=1 |f:3.4|. Reported procedure: To a mixture of 3-({3-methoxy-4-[(5-methyl-2-phenyl-1,3-thiazol-4-yl)methoxy]benzyl}oxy)-1-phenyl-1H-pyrazole-4-carbaldehyde (0.30 g), tetraethyl methylenediphosphonate (0.19 g) and N,N-dimethylformamide (10 mL) was added sodium hydride (60% in oil, 0.03 g) at room temperature, and the mixture was stirred at the same temperature for 15 hrs. Water was poured into the reaction mixture, and the mixture was extracted with ethyl acetate. The organic layer was washed with saturated brine, dried over a...